This data is from the Open Reaction Database (ORD), a public repository of structured organic reaction records. The task is: describe an organic reaction: reactants, conditions, products, and yield The reactants are BrC=1C=C2C(=CC1)OC=1C=NC(=CC1[C@]21COCC(=N1)N)Cl ((S)-7-bromo-3-chloro-2′,6′-dihydrospiro[chromeno[2,3-c]pyridine-5,3′-[1,4]oxazin]-5′-amine), N1=CC(=CC=C1)B(O)O (pyridin-3-ylboronic acid), FC=1C=C(C=CC1F)B(O)O (3,4-difluorophenylboronic acid). Yields the product FC=1C=C(C=CC1F)C1=CC2=C(C=N1)OC1=CC=C(C=C1[C@@]21COCC(=N1)N)C=1C=NC=CC1 ((S)-3-(3,4-difluorophenyl)-7-(pyridin-3-yl)-2′,6′-dihydrospiro[chromeno[2,3-c]pyridine-5,3′-[1,4]oxazin]-5′-amine). Reaction SMILES: Br[C:2]1[CH:3]=[C:4]2[C@:15]3([N:20]=[C:19]([NH2:21])[CH2:18][O:17][CH2:16]3)[C:14]3[CH:13]=[C:12](Cl)[N:11]=[CH:10][C:9]=3[O:8][C:5]2=[CH:6][CH:7]=1.[N:23]1[CH:28]=[CH:27][CH:26]=[C:25](B(O)O)[CH:24]=1.[F:32][C:33]1[CH:34]=[C:35](B(O)O)[CH:36]=[CH:37][C:38]=1[F:39]>>[F:32][C:33]1[CH:34]=[C:35]([C:12]2[N:11]=[CH:10][C:9]3[O:8][C:5]4[C:4]([C@:15]5([N:20]=[C:19]([NH2:21])[CH2:18][O:17][CH2:16]5)[C:14]=3[CH:13]=2)=[CH:3][C:2]([C:25]2[CH:24]=[N:23][CH:28]=[CH:27][CH:26]=2)=[CH:7][CH:6]=4)[CH:36]=[CH:37][C:38]=1[F:39]. Reported procedure: The title compound was synthesized by steps analogous to those described in Method A1, but using Intermediate 10B, pyridin-3-ylboronic acid, and 3,4-difluorophenylboronic acid. MS m/z=457.2 [M+H]+. Calculated for C26H18F2N4O2: 456.14. The reactants are CCO, O=[N+]([O-])c1cc(CCl)ccc1Cl, c1ccc(C(c2ccccc2)N2CCNCC2)cc1. The product is O=[N+]([O-])c1cc(CN2CCN(C(c3ccccc3)c3ccccc3)CC2)ccc1Cl. Reaction SMILES: [CH3:32][CH2:33][OH:34].[Cl:1][c:2]1[c:3]([N+:10](=[O:11])[O-:12])[cH:4][c:5]([CH2:8][Cl:9])[cH:6][cH:7]1.[c:13]1([CH:19]([N:20]2[CH2:21][CH2:22][NH:23][CH2:24][CH2:25]2)[c:26]2[cH:27][cH:28][cH:29][cH:30][cH:31]2)[cH:14][cH:15][cH:16][cH:17][cH:18]1>>[Cl:1][c:2]1[c:3]([N+:10](=[O:11])[O-:12])[cH:4][c:5]([CH2:8][N:23]2[CH2:22][CH2:21][N:20]([CH:19]([c:13]3[cH:14][cH:15][cH:16][cH:17][cH:18]3)[c:26]3[cH:27][cH:28][cH:29][cH:30][cH:31]3)[CH2:25][CH2:24]2)[cH:6][cH:7]1. Starting materials: NC1=C2C(=NC=N1)N(N=C2C2=CC=C(C=C2)O)C2CCCC2 (4-(4-amino-1-cyclopentyl-1H-pyrazolo[3,4-d]pyrimidin-3-yl)phenol), C([O-])([O-])=O.[K+].[K+] (potassium carbonate), BrC1=CSC=C1 (3-bromothiophene). Reagents/catalysts: [Cu] (copper). The solvent is CN(C)C=O (DMF). Run at temperature 153 celsius. The product is C1(CCCC1)N1N=C(C=2C1=NC=NC2N)C2=CC=C(C=C2)OC2=CSC=C2 (1-cyclopentyl-3-[4-(3-thienyloxy)phenyl]-1H-pyrazolo[3,4-d]pyrimidin-4-amine). Yield: 22.3%. As a reaction SMILES: [NH2:1][C:2]1[N:7]=[CH:6][N:5]=[C:4]2[N:8]([CH:18]3[CH2:22][CH2:21][CH2:20][CH2:19]3)[N:9]=[C:10]([C:11]3[CH:16]=[CH:15][C:14]([OH:17])=[CH:13][CH:12]=3)[C:3]=12.C(=O)([O-])[O-].[K+].[K+].Br[C:30]1[CH:34]=[CH:33][S:32][CH:31]=1>CN(C=O)C.[Cu]>[CH:18]1([N:8]2[C:4]3=[N:5][CH:6]=[N:7][C:2]([NH2:1])=[C:3]3[C:10]([C:11]3[CH:12]=[CH:13][C:14]([O:17][C:30]4[CH:34]=[CH:33][S:32][CH:31]=4)=[CH:15][CH:16]=3)=[N:9]2)[CH2:22][CH2:21][CH2:20][CH2:19]1 |f:1.2.3|. Procedure details: A mixture of 4-(4-amino-1-cyclopentyl-1H-pyrazolo[3,4-d]pyrimidin-3-yl)phenol (0.212 g, 0.718 mmol, 1 equiv), potassium carbonate (0.060 g, 0.43 mmol, 0.6 equiv), copper powder (0.015 g, 0.24 mmol, 0.33 equiv), and 3-bromothiophene (0.09 mL, 0.9 mmol, 1.3 equiv) in DMF (7.2 mL) was heated at 153° C. for 24 hr. The reaction mixture was allowed to cool to ambient temperature, concentrated, and the residue was purified by preparative RP-HPLC (Rainin C18, 8 μm, 300 Å, 25 cm; 10%-60% acetonitrile-0.1... Reactants: C, CC(=O)NC1CCN(c2ccc([N+](=O)[O-])cc2)C1, [Pd]. Yields the product CC(=O)NC1CCN(c2ccc(N)cc2)C1. RXN SMILES: [C:19].[N+:1]([O-:2])(=[O:3])[c:4]1[cH:5][cH:6][c:7]([N:10]2[CH2:11][CH:12]([NH:15][C:16]([CH3:17])=[O:18])[CH2:13][CH2:14]2)[cH:8][cH:9]1.[Pd:20]>>[NH2:1][c:4]1[cH:5][cH:6][c:7]([N:10]2[CH2:11][CH:12]([NH:15][C:16]([CH3:17])=[O:18])[CH2:13][CH2:14]2)[cH:8][cH:9]1. Procedure details: A mixture of methyl 5-bromo-6-chloro-1H-indole-3-carboxylate (150 mg, 0.52 mmol), (3-fluoro-4-methoxyphenyl)boronic acid (93 mg, 0.55 mmol) and aqueous 2M potassium carbonate (2M, 1.04 mL, 2.08 mmol) in toluene (3.0 mL) and ethanol (1.0 mL) was degassed with nitrogen for 10 minutes then treated with [1,1′-bis(diphenylphosphino)ferrocene]dichloropalladium(II) (20.0 mg, 0.026 mmol). The reaction mixture was then heated at 110° C. for 2 h in a sealed reaction vessel, which caused the reaction mixtu... RXN SMILES: Br[C:2]1[CH:3]=[C:4]2[C:8](=[CH:9][C:10]=1[Cl:11])[NH:7][CH:6]=[C:5]2[C:12]([O:14][CH3:15])=[O:13].[F:16][C:17]1[CH:18]=[C:19](B(O)O)[CH:20]=[CH:21][C:22]=1OC.[C:28](=[O:31])([O-])[O-].[K+].[K+].C(OCC)(=O)C>C1(C)C=CC=CC=1.C(O)C.C1C=CC(P(C2C=CC=CC=2)[C-]2C=CC=C2)=CC=1.C1C=CC(P(C2C=CC=CC=2)[C-]2C=CC=C2)=CC=1.Cl[Pd]Cl.[Fe+2].O>[Cl:11][C:10]1[CH:9]=[C:8]2[C:4]([C:5]([C:12]([O:14][CH3:15])=[O:13])=[CH:6][NH:7]2)=[CH:3][C:2]=1[C:22]1[CH:21]=[CH:20][C:19]([O:31][CH3:28])=[CH:18][C:17]=1[F:16] |f:2.3.4,8.9.10.11|. Reagents/catalysts: C1=CC=C(C=C1)P([C-]2C=CC=C2)C3=CC=CC=C3.C1=CC=C(C=C1)P([C-]2C=CC=C2)C3=CC=CC=C3.Cl[Pd]Cl.[Fe+2] ([1,1′-bis(diphenylphosphino)ferrocene]dichloropalladium(II)). Isolated yield 31.7%. Reaction conditions: temperature 110 celsius. Solvent: O (water), C1(=CC=CC=C1)C (toluene), C(C)O (ethanol). Starting materials: C(C)(=O)OCC (ethyl acetate), BrC=1C=C2C(=CNC2=CC1Cl)C(=O)OC (methyl 5-bromo-6-chloro-1H-indole-3-carboxylate), FC=1C=C(C=CC1OC)B(O)O ((3-fluoro-4-methoxyphenyl)boronic acid), C([O-])([O-])=O.[K+].[K+] (potassium carbonate). The product is ClC1=C(C=C2C(=CNC2=C1)C(=O)OC)C1=C(C=C(C=C1)OC)F (methyl 6-chloro-5-(2-fluoro-4-methoxyphenyl)-1H-indole-3-carboxylate). Reported procedure: 6.0 g of (R)-1-(4-benzyloxyphenyl)-2-bromoethanol was dissolved in a mixed solvent of 50 ml of methanol and 25 ml of tetrahydrofuran. Thereto was added a solution of 1.5 g of potassium hydroxide dissolved in 5 ml of water, with ice cooling. The resulting mixture was stirred for 5 minutes at the same temperature and further for 10 minutes at room temperature. The reaction mixture was added to a mixture of 100 ml of diethyl ether and 100 ml of ice water. The organic layer was separated. The aqueou... Solvent: CO (methanol), O1CCCC1 (tetrahydrofuran), O (water). The reactants are C(C1=CC=CC=C1)OC1=CC=C(C=C1)[C@H](CBr)O ((R)-1-(4-benzyloxyphenyl)-2-bromoethanol), [OH-].[K+] (potassium hydroxide), C(C)OCC (diethyl ether), ice water. Conditions: time 10 minute. The product is C(C1=CC=CC=C1)OC1=CC=C(C=C1)[C@H]1OC1 ((R)-2-(4-benzyloxyphenyl)oxirane). As a reaction SMILES: [CH2:1]([O:8][C:9]1[CH:14]=[CH:13][C:12]([C@@H:15]([OH:18])[CH2:16]Br)=[CH:11][CH:10]=1)[C:2]1[CH:7]=[CH:6][CH:5]=[CH:4][CH:3]=1.[OH-].[K+].C(OCC)C>CO.O1CCCC1.O>[CH2:1]([O:8][C:9]1[CH:14]=[CH:13][C:12]([C@@H:15]2[CH2:16][O:18]2)=[CH:11][CH:10]=1)[C:2]1[CH:7]=[CH:6][CH:5]=[CH:4][CH:3]=1 |f:1.2|.